From a dataset of the Open Reaction Database (ORD), a public repository of structured organic reaction records. describe an organic reaction: reactants, conditions, products, and yield The reactants are C(C)(C)(C)OC(=O)[C@H]1CC[C@@H](S1)CO (trans-5-tert-butoxycarbonyl-2-hydroxymethyltetrahydrothiophene), CCCCCC (n-Hexane), C1(=CC=CC=C1)P(C1=CC=CC=C1)C1=CC=CC=C1 (triphenylphosphine), C(Cl)(Cl)(Cl)Cl (carbon tetrachloride). The solvent is C(C)OCC (diethylether). Conditions: time 2 hour. Yields the product C(C)(C)(C)OC(=O)[C@H]1CC[C@@H](S1)CCl (trans-5-tert-butoxycarbonyl-2-chloromethyltetrahydrothiophene). RXN SMILES: [C:1]([O:5][C:6]([C@@H:8]1[S:12][C@@H:11]([CH2:13]O)[CH2:10][CH2:9]1)=[O:7])([CH3:4])([CH3:3])[CH3:2].C1(P(C2C=CC=CC=2)C2C=CC=CC=2)C=CC=CC=1.C(Cl)(Cl)(Cl)[Cl:35].CCCCCC>C(OCC)C>[C:1]([O:5][C:6]([C@@H:8]1[S:12][C@@H:11]([CH2:13][Cl:35])[CH2:10][CH2:9]1)=[O:7])([CH3:4])([CH3:3])[CH3:2]. Procedure details: To a stirred solution of trans-5-tert-butoxycarbonyl-2-hydroxymethyltetrahydrothiophene (compound No. 1-5, 5.0 g) in anhydrous diethylether (80 ml), triphenylphosphine (9.7 g) and carbon tetrachloride (5.7 g) are added under nitrogen atmosphere and the mixture is stirred for 2 hours at room temperature. n-Hexane (200 ml) is added to the mixture and filtrated. The filtrate is concentrated in vacuo. The oily residue is purified by a silica gel column chromatography to give trans-5-tert-butoxycarbo... The reactants are CI (methyl iodide), [Li] (lithium), COC=1C=C(C=CC1)C12CCCC(N(C1=O)CC1=CC=CC=C1)C2 (1-(3-methoxyphenyl)-6-benzyl-6-azabicyclo[3,2,1]octane- 7-one), [BH4-].[Na+] (sodium borohydride). Run in C(C)O (ethanol), O (water), CCOCC (ether), C(C)O (ethanol), CCOCC (ether), C1=CC=CC=C1 (benzene), C(C)O (ethanol). Reaction conditions: time 50 minute. The product is COC=1C=C(C=CC1)C12CCCC(N(C1C)CC1=CC=CC=C1)C2 (1-(3-methoxyphenyl)-6-benzyl-7-methyl-6-azabicyclo[3,2,1]octane). The yield is 39.3%. As a reaction SMILES: [Li].[CH3:2]I.[CH3:4][O:5][C:6]1[CH:7]=[C:8]([C:12]23[CH2:27][CH:16]([N:17]([CH2:20][C:21]4[CH:26]=[CH:25][CH:24]=[CH:23][CH:22]=4)[C:18]2=O)[CH2:15][CH2:14][CH2:13]3)[CH:9]=[CH:10][CH:11]=1.[BH4-].[Na+]>CCOCC.C1C=CC=CC=1.C(O)C.O>[CH3:4][O:5][C:6]1[CH:7]=[C:8]([C:12]23[CH2:27][CH:16]([N:17]([CH2:20][C:21]4[CH:22]=[CH:23][CH:24]=[CH:25][CH:26]=4)[CH:18]2[CH3:2])[CH2:15][CH2:14][CH2:13]3)[CH:9]=[CH:10][CH:11]=1 |f:3.4,^1:0|. Procedure details: 0.262 g of lithium is added to 10 ml of absolute ether in a nitrogen atmosphere, and a solution of 2.8 g of methyl iodide in 5 ml of absolute ether is added dropwise thereto at 0° to 5°C. The mixture is stirred at the same temperature for 50 minutes. Then, a solution of 1.5 g of 1-(3-methoxyphenyl)-6-benzyl-6-azabicyclo[3,2,1]octane- 7-one in 30 ml of absolute benzene is added dropwise to the mixture at 5° to 10°C in a nitrogen atmosphere. The mixture is stirred at room temperature overnight. Af... Reactants: C(C1=CC=CC=C1)O[C@@H]1[C@H](O[C@@]([C@@H]([C@H]1OCC1=CC=CC=C1)OCC1=CC=CC=C1)(OC)C1=CC(=C(C=C1)Cl)CC1=CC=C(C=C1)OCCOC1CC1)C=O ((2S,3S,4S,5R,6S)-3,4,5-tribenzyloxy-6-[4-chloro-3-[[4-[2-(cyclopropoxy)ethoxy]phenyl]methyl]phenyl]-6-methoxy-tetrahydropyran-2-carbaldehyde), C=O (formaldehyde), [OH-].[Na+] (sodium hydroxide), mixed solution, [BH4-].[Na+] (sodium borohydride). Run in O (water), O1CCOCC1 (1,4-dioxane). Reaction conditions: temperature 70 celsius, time 4 hour. The product is C(C1=CC=CC=C1)O[C@@H]1C(O[C@@]([C@@H]([C@H]1OCC1=CC=CC=C1)OCC1=CC=CC=C1)(OC)C1=CC(=C(C=C1)Cl)CC1=CC=C(C=C1)OCCOC1CC1)(CO)CO ([(3S,4S,5R,6S)-3,4,5-tribenzyloxy-6-[4-chloro-3-[[4-[2-(cyclopropoxy)ethoxy]phenyl]methyl]phenyl]-2-(hydroxymethyl)-6-methoxy-tetrahydropyran-2-yl]methanol). Isolated yield 23.7%. As a reaction SMILES: [CH2:1]([O:8][C@H:9]1[C@H:14]([O:15][CH2:16][C:17]2[CH:22]=[CH:21][CH:20]=[CH:19][CH:18]=2)[C@@H:13]([O:23][CH2:24][C:25]2[CH:30]=[CH:29][CH:28]=[CH:27][CH:26]=2)[C@@:12]([C:33]2[CH:38]=[CH:37][C:36]([Cl:39])=[C:35]([CH2:40][C:41]3[CH:46]=[CH:45][C:44]([O:47][CH2:48][CH2:49][O:50][CH:51]4[CH2:53][CH2:52]4)=[CH:43][CH:42]=3)[CH:34]=2)([O:31][CH3:32])[O:11][C@@H:10]1[CH:54]=[O:55])[C:2]1[CH:7]=[CH:6][CH:5]=[CH:4][CH:3]=1.[CH2:56]=[O:57].[OH-].[Na+].[BH4-].[Na+]>O1CCOCC1.O>[CH2:1]([O:8][C@H:9]1[C@H:14]([O:15][CH2:16][C:17]2[CH:18]=[CH:19][CH:20]=[CH:21][CH:22]=2)[C@@H:13]([O:23][CH2:24][C:25]2[CH:30]=[CH:29][CH:28]=[CH:27][CH:26]=2)[C@@:12]([C:33]2[CH:38]=[CH:37][C:36]([Cl:39])=[C:35]([CH2:40][C:41]3[CH:46]=[CH:45][C:44]([O:47][CH2:48][CH2:49][O:50][CH:51]4[CH2:52][CH2:53]4)=[CH:43][CH:42]=3)[CH:34]=2)([O:31][CH3:32])[O:11][C:10]1([CH2:56][OH:57])[CH2:54][OH:55])[C:2]1[CH:7]=[CH:6][CH:5]=[CH:4][CH:3]=1 |f:2.3,4.5|. Reported procedure: Crude (2S,3S,4S,5R,6S)-3,4,5-tribenzyloxy-6-[4-chloro-3-[[4-[2-(cyclopropoxy)ethoxy]phenyl]methyl]phenyl]-6-methoxy-tetrahydropyran-2-carbaldehyde 1e (1.3 g, 1.7 mmol) was dissolved in 15 mL 1,4-dioxane, followed by addition of 37% formaldehyde solution (2.6 mL, 34 mmol) and a solution of sodium hydroxide (204 mg, 5.1 mmol) in 5.1 mL water into the reaction mixture. The reaction mixture was stirred for 4 hours at 70° C., then cooled to 50° C. and stirred for 16 hours. The reaction mixture was ex... Starting materials: CCO, Cc1c([N+](=O)[O-])ccnc1CSc1nc2cc3c(cc2[nH]1)C(C)(C)C(=O)C3(C)C, [Na+], [Na+], O=C([O-])[O-]. Product: CCOc1ccnc(CSc2nc3cc4c(cc3[nH]2)C(C)(C)C(=O)C4(C)C)c1C. As a reaction SMILES: [CH3:36][CH2:37][OH:38].[CH3:7][C:8]1([CH3:35])[C:9](=[O:34])[C:10]([CH3:32])([CH3:33])[c:11]2[cH:12][c:13]3[nH:14][c:15]([S:20][CH2:21][c:22]4[n:23][cH:24][cH:25][c:26]([N+:29]([O-:30])=[O:31])[c:27]4[CH3:28])[n:16][c:17]3[cH:18][c:19]21.[Na+:1].[Na+:2].[O-:3][C:4](=[O:5])[O-:6]>>[CH3:7][C:8]1([CH3:35])[C:9](=[O:34])[C:10]([CH3:32])([CH3:33])[c:11]2[cH:12][c:13]3[n:14][c:15]([S:20][CH2:21][c:22]4[n:23][cH:24][cH:25][c:26]([O:38][CH2:37][CH3:36])[c:27]4[CH3:28])[nH:16][c:17]3[cH:18][c:19]21.